From a dataset of the Open Reaction Database (ORD), a public repository of structured organic reaction records. describe an organic reaction: reactants, conditions, products, and yield The reactants are CCN(C(C)C)C(C)C, Clc1ccc(N2CCNCC2)cc1Cl, O=CCCc1cc(-c2ccccc2)n(-c2ccccc2)n1. Yields the product Clc1ccc(N2CCN(CCCc3cc(-c4ccccc4)n(-c4ccccc4)n3)CC2)cc1Cl. As a reaction SMILES: [CH:36]([N:37]([CH2:38][CH3:39])[CH:40]([CH3:41])[CH3:42])([CH3:43])[CH3:44].[Cl:22][c:23]1[cH:24][c:25]([N:30]2[CH2:31][CH2:32][NH:33][CH2:34][CH2:35]2)[cH:26][cH:27][c:28]1[Cl:29].[c:1]1(-[n:7]2[n:8][c:9]([CH2:18][CH2:19][CH:20]=[O:21])[cH:10][c:11]2-[c:12]2[cH:13][cH:14][cH:15][cH:16][cH:17]2)[cH:2][cH:3][cH:4][cH:5][cH:6]1>>[c:1]1(-[n:7]2[n:8][c:9]([CH2:18][CH2:19][CH2:20][N:33]3[CH2:32][CH2:31][N:30]([c:25]4[cH:24][c:23]([Cl:22])[c:28]([Cl:29])[cH:27][cH:26]4)[CH2:35][CH2:34]3)[cH:10][c:11]2-[c:12]2[cH:13][cH:14][cH:15][cH:16][cH:17]2)[cH:2][cH:3][cH:4][cH:5][cH:6]1.